From a dataset of the Open Reaction Database (ORD), a public repository of structured organic reaction records. describe an organic reaction: reactants, conditions, products, and yield Reactants: [Br-], N#Cc1ccc(COc2ccc([N+](=O)[O-])c(C=O)c2)cc1, CCCC[N+](CCCC)(CCCC)CCCC, [K+], O=[Mn](=O)(=O)[O-], c1ccncc1. Product: N#Cc1ccc(COc2ccc([N+](=O)[O-])c(C(=O)O)c2)cc1. RXN SMILES: [Br-:28].[C:7](#[N:8])[c:9]1[cH:10][cH:11][c:12]([CH2:13][O:14][c:15]2[cH:16][cH:17][c:18]([N+:23](=[O:24])[O-:25])[c:19]([CH:20]=[O:21])[cH:22]2)[cH:26][cH:27]1.[CH3:29][CH2:30][CH2:31][CH2:32][N+:33]([CH2:34][CH2:35][CH2:36][CH3:37])([CH2:38][CH2:39][CH2:40][CH3:41])[CH2:42][CH2:43][CH2:44][CH3:45].[K+:6].[Mn:1](=[O:2])([O-:3])(=[O:4])=[O:5].[cH:46]1[cH:47][cH:48][n:49][cH:50][cH:51]1>>[OH:2][C:20]([c:19]1[c:18]([N+:23](=[O:24])[O-:25])[cH:17][cH:16][c:15]([O:14][CH2:13][c:12]2[cH:11][cH:10][c:9]([C:7]#[N:8])[cH:27][cH:26]2)[cH:22]1)=[O:21]. Reactants: BrC1=NC=CC(=N1)Br (2,4-dibromopyrimidine), O1CCC(CC1)N1CCNCC1 (1-(tetrahydro-2H-pyran-4-yl)piperazine), Cl (Hydrochloride), CCN(C(C)C)C(C)C (DIPEA). Reagents/catalysts: CN(C)C=1C=CN=CC1 (DMAP). Run in C(C)O (Ethanol). Conditions: time 1 hour. Yields the product BrC1=NC=CC(=N1)N1CCN(CC1)C1CCOCC1 (2-bromo-4-(4-(tetrahydro-2H-pyran-4-yl)piperazin-1-yl)pyrimidine). Isolated yield 61.9%. As a reaction SMILES: [Br:1][C:2]1[N:7]=[C:6](Br)[CH:5]=[CH:4][N:3]=1.[O:9]1[CH2:14][CH2:13][CH:12]([N:15]2[CH2:20][CH2:19][NH:18][CH2:17][CH2:16]2)[CH2:11][CH2:10]1.Cl.CCN(C(C)C)C(C)C>C(O)C.CN(C1C=CN=CC=1)C>[Br:1][C:2]1[N:7]=[C:6]([N:18]2[CH2:17][CH2:16][N:15]([CH:12]3[CH2:13][CH2:14][O:9][CH2:10][CH2:11]3)[CH2:20][CH2:19]2)[CH:5]=[CH:4][N:3]=1. Reported procedure: A solution of 2,4-dibromopyrimidine (50 mg, 0.210 mmol) and 1-(tetrahydro-2H-pyran-4-yl)piperazine, 2 Hydrochloride (51.1 mg, 0.210 mmol) in Ethanol (1 mL) was treated with DIPEA (0.147 mL, 0.841 mmol) and DMAP (cat.) and stirred at ambient temperature for 1 h. The reaction mixture was concentrated in vacuo and triturated with water, filtered and the solid washed with water then dried in vacuo to provide 2-bromo-4-(4-(tetrahydro-2H-pyran-4-yl)piperazin-1-yl)pyrimidine (43 mg, 0.130 mmol, 61.9% y... Starting materials: C1CCOC1, CCBr, C=Cc1ccc(Cl)cc1, CN(C)C=O. The product is C=Cc1ccc(C=O)cc1. Reaction SMILES: [CH2:18]1[O:19][CH2:20][CH2:21][CH2:22]1.[CH2:1]([Br:2])[CH3:3].[Cl:4][c:5]1[cH:6][cH:7][c:8]([CH:9]=[CH2:10])[cH:11][cH:12]1.[O:13]=[CH:14][N:15]([CH3:16])[CH3:17]>>[c:5]1([CH:14]=[O:13])[cH:6][cH:7][c:8]([CH:9]=[CH2:10])[cH:11][cH:12]1. Reaction SMILES: [N:1]1[C:5]2[CH:6]=[CH:7][C:8]([C:10]([NH:12][NH2:13])=[O:11])=[CH:9][C:4]=2[NH:3][CH:2]=1.[C:14]1([CH2:20][C:21](Cl)=O)[CH:19]=[CH:18][CH:17]=[CH:16][CH:15]=1.O=P(Cl)(Cl)Cl>>[CH2:20]([C:21]1[O:11][C:10]([C:8]2[CH:7]=[CH:6][C:5]3[NH:1][CH:2]=[N:3][C:4]=3[CH:9]=2)=[N:12][N:13]=1)[C:14]1[CH:19]=[CH:18][CH:17]=[CH:16][CH:15]=1. The product is C(C1=CC=CC=C1)C1=NN=C(O1)C1=CC2=C(NC=N2)C=C1 (5-(5-Benzyl-1,3,4-oxadiazol-2-yl)-1H-benzo[d]imidazole). Starting materials: N1=CNC2=C1C=CC(=C2)C(=O)NN (benzimidazol-5-carbohydrazide), O=P(Cl)(Cl)Cl (POCl3), TEA, C1(=CC=CC=C1)CC(=O)Cl (phenylacetylchloride). Reported procedure: The compound was synthesized starting from benzimidazol-5-carbohydrazide (176 mg, 1 mmol), TEA (0.153 ml; 1.1 mmol), phenylacetylchloride (170 mg, 0.145 ml, 1.1 mmol) and POCl3 (0.5 ml; 5.5 mmol) as described in method 1; yield: 0.026 mg (9.4%); MS m/z: 277.4 [M+H]+; 1H-NMR (DMSO d6, 400 MHz): δ 4.34 (s, 2H); 7.25-7.28 (m, 1H); 7.29-7.38 (m, 4H); 7.83 (d, 1H, 3J=8.7 Hz); 7.91 (dd, 1H, 4J=1.7 Hz, 3J=8.7 Hz); 8.19-8.20 (m, 1H); 8.85 (s, 1H); HPLC (METHOD [A]): rt 11.17 min (100%)